From a dataset of the Open Reaction Database (ORD), a public repository of structured organic reaction records. describe an organic reaction: reactants, conditions, products, and yield Reactants: CCOC(C)=O, CN(C)C=O, CC(=O)O, N#C[Na], O=Cc1cccc(Oc2ccccc2)c1, O, O=S([O-])O. The product is N#CC(O)c1cccc(Oc2ccccc2)c1. RXN SMILES: [CH3:23][CH2:24][O:25][C:26](=[O:27])[CH3:28].[CH3:30][N:31]([CH3:32])[CH:33]=[O:34].[CH3:35][C:36](=[O:37])[OH:38].[Na:1][C:2]#[N:3].[O:8]([c:9]1[cH:10][cH:11][cH:12][cH:13][cH:14]1)[c:15]1[cH:16][c:17]([CH:18]=[O:19])[cH:20][cH:21][cH:22]1.[OH2:29].[S:4](=[O:5])([OH:6])[O-:7]>>[C:2](#[N:3])[CH:18]([c:17]1[cH:16][c:15]([O:8][c:9]2[cH:10][cH:11][cH:12][cH:13][cH:14]2)[cH:22][cH:21][cH:20]1)[OH:19]. Starting materials: [Li] (lithium), BrCCCC1=CC(=C(C(=C1)OC)OC)OC (1-bromo-3-(3,4,5-trimethoxyphenyl)propane), aqueous solution, C(C)(=O)O (acetic acid), CC(=O)C (acetone). Solvent: O1CCCC1 (tetrahydrofuran), O1CCCC1 (tetrahydrofuran). Reaction conditions: time 17 hour. The product is CC(C)(CCCC1=CC(=C(C(=C1)OC)OC)OC)O (2-methyl-5-(3,4,5-trimethoxyphenyl)pentan-2-ol). The yield is 24.7%. RXN SMILES: [Li].Br[CH2:3][CH2:4][CH2:5][C:6]1[CH:11]=[C:10]([O:12][CH3:13])[C:9]([O:14][CH3:15])=[C:8]([O:16][CH3:17])[CH:7]=1.[CH3:18][C:19]([CH3:21])=[O:20].C(O)(=O)C>O1CCCC1>[CH3:18][C:19]([OH:20])([CH2:3][CH2:4][CH2:5][C:6]1[CH:11]=[C:10]([O:12][CH3:13])[C:9]([O:14][CH3:15])=[C:8]([O:16][CH3:17])[CH:7]=1)[CH3:21] |^1:0|. Procedure: To anhydrous tetrahydrofuran (10 ml) stirred in an ice bath under nitrogen were added 104 mg (15 mmol) of lithium, 3.9 g (14 mmol) of 1-bromo-3-(3,4,5-trimethoxyphenyl)propane (1), and a solution of 0.95 ml (13 mmol) of acetone in tetrahydrofuran (10 ml). After the mixture was stirred for 17 hours at room temperature, a 2% aqueous solution of acetic acid (50 ml) chilled with ice was added to conduct extraction with diethyl ether. An organic layer was washed with a saturated aqueous solution of s... Reaction SMILES: [CH3:1][C:2]1[NH:16][C:5]2=[C:6]3[C:11](=[CH:12][CH:13]=[C:4]2[N:3]=1)[N:10]=[C:9]([CH3:14])[CH:8]=[C:7]3O.O=P(Cl)(Cl)[Cl:19].[NH4+].[OH-]>CN(C)C=O>[Cl:19][C:7]1[C:6]2[C:11](=[CH:12][CH:13]=[C:4]3[N:3]=[C:2]([CH3:1])[NH:16][C:5]3=2)[N:10]=[C:9]([CH3:14])[CH:8]=1 |f:2.3|. The solvent is CN(C=O)C (dimethylformamide). The reactants are CC1=NC=2C(=C3C(=CC(=NC3=CC2)C)O)N1 (2,7-dimethyl-1H-imidazo[4,5-f]quinoline-9-ol), O=P(Cl)(Cl)Cl (POCl3), [NH4+].[OH-] (NH4OH). Reaction conditions: time 8 hour. Procedure details: To a mixture of 31 g. (0.146 m.) of 2,7-dimethyl-1H-imidazo[4,5-f]quinoline-9-ol and 1336 ml. (223 g. 1455 m.) of POCl3 is added dropwise 267.2 ml. of dimethylformamide. The mixture is stirred overnight at room temperature, then poured into 1000 ml. of ice. The solution is basified to pH 8.0 using conc. NH4OH, keeping the temperature below 20° C. It is then filtered, washed with H2O and air-dried. The crude product is recrystallized from 2000 ml. of MeOH, and concentrated in vacuo to yield 338 g... The product is ClC1=CC(=NC2=CC=C3C(=C12)NC(=N3)C)C (9-Chloro-2,7-dimethylimidazo[4,5-f]quinoline).